Dataset: the Open Reaction Database (ORD), a public repository of structured organic reaction records. Task: describe an organic reaction: reactants, conditions, products, and yield The reactants are [Br-], CN1CCOCC1, O=S(=O)(Cl)c1ccc(Cl)cc1, C[N+](C)(CCCCN)CCNC(=O)c1nc(Cl)c(N)nc1N, CN(C)C=O. The product is [Br-], C[N+](C)(CCCCNS(=O)(=O)c1ccc(Cl)cc1)CCNC(=O)c1nc(Cl)c(N)nc1N. Reaction SMILES: [Br-:1].[CH3:35][N:36]1[CH2:37][CH2:38][O:39][CH2:40][CH2:41]1.[Cl:24][c:25]1[cH:26][cH:27][c:28]([S:31](=[O:32])(=[O:33])[Cl:34])[cH:29][cH:30]1.[NH2:2][CH2:3][CH2:4][CH2:5][CH2:6][N+:7]([CH3:8])([CH3:9])[CH2:10][CH2:11][NH:12][C:13](=[O:14])[c:15]1[n:16][c:17]([Cl:23])[c:18]([NH2:22])[n:19][c:20]1[NH2:21].[O:42]=[CH:43][N:44]([CH3:45])[CH3:46]>>[Br-:1].[NH:2]([CH2:3][CH2:4][CH2:5][CH2:6][N+:7]([CH3:8])([CH3:9])[CH2:10][CH2:11][NH:12][C:13](=[O:14])[c:15]1[n:16][c:17]([Cl:23])[c:18]([NH2:22])[n:19][c:20]1[NH2:21])[S:31]([c:28]1[cH:27][cH:26][c:25]([Cl:24])[cH:30][cH:29]1)(=[O:32])=[O:33]. Starting materials: C(C)(=O)OC=1C(=C2C(CC(OC2=C(C1C)C)(O)COC1=CC=C(C=C1)CC(C(=O)OCC)Cl)=O)C (ethyl 3-[4-(6-acetoxy-2-hydroxy-5,7,8-trimethyl-4-oxochroman-2-ylmethoxy) phenyl]-2-chloropropionate), Cl (hydrochloric acid), NC(=S)N (thiourea), S1(=O)(=O)CCCC1 (sulfolane). The solvent is O (water), COCCO (ethylene glycol monomethyl ether). Product: OC=1C(=C2C(CC(OC2=C(C1C)C)COC1=CC=C(CC2C(NC(S2)=O)=O)C=C1)=O)C (5-[4-(6-Hydroxy-5,7,8-trimethyl-4-oxochroman-2-ylmethoxy)benzyl]thiazolidine-2,4-dione). As a reaction SMILES: C([O:4][C:5]1[C:6]([CH3:35])=[C:7]2[C:12](=[C:13]([CH3:16])[C:14]=1[CH3:15])[O:11][C:10]([CH2:18][O:19][C:20]1[CH:25]=[CH:24][C:23]([CH2:26][CH:27](Cl)[C:28](OCC)=[O:29])=[CH:22][CH:21]=1)(O)[CH2:9][C:8]2=[O:34])(=O)C.[NH2:36][C:37](N)=[S:38].S1(CCCC1)(=O)=[O:41].Cl>O.COCCO>[OH:4][C:5]1[C:6]([CH3:35])=[C:7]2[C:12](=[C:13]([CH3:16])[C:14]=1[CH3:15])[O:11][CH:10]([CH2:18][O:19][C:20]1[CH:25]=[CH:24][C:23]([CH2:26][CH:27]3[S:38][C:37](=[O:41])[NH:36][C:28]3=[O:29])=[CH:22][CH:21]=1)[CH2:9][C:8]2=[O:34]. Procedure details: The procedure described in Example 3 was repeated, but using 2.2 g of ethyl 3-[4-(6-acetoxy-2-hydroxy-5,7,8-trimethyl-4-oxochroman-2-ylmethoxy) phenyl]-2-chloropropionate (prepared as described in Preparation 45), 0.8 g of thiourea, 4.5 g of sulfolane, 70 ml of ethylene glycol monomethyl ether, 8 ml of water and 4 ml of 35% w/v aqueous hydrochloric acid, to give the title compound, melting at 249°-252° C. Reactants: C1(CCCCC1)NNC(=O)OCC1=CC=CC=C1 (Benzyl 2-cyclohexylhydrazinecarboxylate), BrC(C(=O)Br)(C)C (2-bromoisobutyryl bromide). Product: BrC(C(=O)N(NC(=O)OCC1=CC=CC=C1)C1CCCCC1)(C)C (benzyl 2-(2-bromoisobutyryl)-2-cyclohexylhydrazinecarboxylate). Reaction SMILES: [CH:1]1([NH:7][NH:8][C:9]([O:11][CH2:12][C:13]2[CH:18]=[CH:17][CH:16]=[CH:15][CH:14]=2)=[O:10])[CH2:6][CH2:5][CH2:4][CH2:3][CH2:2]1.[Br:19][C:20]([CH3:25])([CH3:24])[C:21](Br)=[O:22]>>[Br:19][C:20]([CH3:25])([CH3:24])[C:21]([N:7]([CH:1]1[CH2:2][CH2:3][CH2:4][CH2:5][CH2:6]1)[NH:8][C:9]([O:11][CH2:12][C:13]1[CH:14]=[CH:15][CH:16]=[CH:17][CH:18]=1)=[O:10])=[O:22]. Procedure details: Benzyl 2-cyclohexylhydrazinecarboxylate and 2-bromoisobutyryl bromide were used for a similar reaction and treatment as Process 3 of Example 1, and benzyl 2-(2-bromoisobutyryl)-2-cyclohexylhydrazinecarboxylate was obtained as a white oil. The reactants are CCn1c(C)nc2cc(C(F)(F)F)c(Cl)c(N)c21, O=Cc1ccccc1, O=S(=O)(O)c1ccccc1, Cc1ccccc1C. Product: CCn1c(C)nc2cc(C(F)(F)F)c(Cl)c(N=Cc3ccccc3)c21. RXN SMILES: [CH2:9]([CH3:10])[n:11]1[c:12]([CH3:26])[n:13][c:14]2[c:15]1[c:16]([NH2:25])[c:17]([Cl:24])[c:18]([C:20]([F:21])([F:22])[F:23])[cH:19]2.[CH:1](=[O:2])[c:3]1[cH:4][cH:5][cH:6][cH:7][cH:8]1.[c:27]1([S:28]([OH:29])(=[O:30])=[O:31])[cH:32][cH:33][cH:34][cH:35][cH:36]1.[c:37]1([CH3:38])[c:39]([CH3:40])[cH:41][cH:42][cH:43][cH:44]1>>[CH:1]([c:3]1[cH:4][cH:5][cH:6][cH:7][cH:8]1)=[N:25][c:16]1[c:15]2[n:11]([CH2:9][CH3:10])[c:12]([CH3:26])[n:13][c:14]2[cH:19][c:18]([C:20]([F:21])([F:22])[F:23])[c:17]1[Cl:24]. The reactants are C(C#C)N (propargylamine), C(C=C)NC(=NC#N)NCCSCC=1N=C(SC1)CN(C)C (N-allyl-N'-2-(2-dimethylaminomethyl-4-thiazolylmethylthio)ethyl-N"-cyanoguanidine), thioester. Product: C(C#C)NC(=NC#N)NCCSCC=1N=C(SC1)CN(C)C (N-2-propynyl-N'-2-(2-dimethylaminomethyl-4-thiazolylmethylthio)ethyl-N"-cyanoguanidine). RXN SMILES: C(N)C#C.[CH2:5]([NH:8][C:9]([NH:13][CH2:14][CH2:15][S:16][CH2:17][C:18]1[N:19]=[C:20]([CH2:23][N:24]([CH3:26])[CH3:25])[S:21][CH:22]=1)=[N:10][C:11]#[N:12])[CH:6]=[CH2:7]>>[CH2:5]([NH:8][C:9]([NH:13][CH2:14][CH2:15][S:16][CH2:17][C:18]1[N:19]=[C:20]([CH2:23][N:24]([CH3:26])[CH3:25])[S:21][CH:22]=1)=[N:10][C:11]#[N:12])[C:6]#[CH:7]. Procedure: Following the above procedure, but substituting allylamine for propargylamine in the reaction with N-2-(2-dimethylaminomethyl-4-thiazolylmethylthio)ethyl-N'-cyanocarbamidothioate, N-allyl-N'-2-(2-dimethylaminomethyl-4-thiazolylmethylthio)ethyl-N"-cyanoguanidine was prepared. Yield=0.28 g from 600 mg of thioester. The reactants are FC=1C=C2CCC(C2=CC1)NC1=NC2=CC=C(C=C2C=C1)N (rac-N2-(5-fluoro-indan-1-yl)-quinoline-2,6-diamine), N1(CCOCC1)CC(=O)O (morpholin-4-yl-acetic acid). Yields the product FC=1C=C2CCC(C2=CC1)NC1=NC2=CC=C(C=C2C=C1)NC(CN1CCOCC1)=O (rac-N-[2-(5-Fluoro-indan-1-ylamino)-quinolin-6-yl]-2-morpholin-4-yl-acetamide). RXN SMILES: [F:1][C:2]1[CH:3]=[C:4]2[C:8](=[CH:9][CH:10]=1)[CH:7]([NH:11][C:12]1[CH:21]=[CH:20][C:19]3[C:14](=[CH:15][CH:16]=[C:17]([NH2:22])[CH:18]=3)[N:13]=1)[CH2:6][CH2:5]2.[N:23]1([CH2:29][C:30](O)=[O:31])[CH2:28][CH2:27][O:26][CH2:25][CH2:24]1>>[F:1][C:2]1[CH:3]=[C:4]2[C:8](=[CH:9][CH:10]=1)[CH:7]([NH:11][C:12]1[CH:21]=[CH:20][C:19]3[C:14](=[CH:15][CH:16]=[C:17]([NH:22][C:30](=[O:31])[CH2:29][N:23]4[CH2:28][CH2:27][O:26][CH2:25][CH2:24]4)[CH:18]=3)[N:13]=1)[CH2:6][CH2:5]2. Reported procedure: The title compound was prepared in accordance with the general method 14 described in example 119 from rac-N2-(5-fluoro-indan-1-yl)-quinoline-2,6-diamine and morpholin-4-yl-acetic acid; MS: m/e=421.2 (M+H+). The reactants are OCCN=C(C=1C(C(=O)O)=C(C(=C(C1Cl)Cl)Cl)Cl)O (tetrachlorophthalic acid N-2-hydroxyethylimide), C(CCCCCCCCC)S (n-decanethiol), C([O-])([O-])=O.[K+].[K+] (potassium carbonate). Run in CN(C=O)C (N,N-dimethylformamide). Yields the product OCCN=C(C=1C(C(=O)O)=C(C(=C(C1SCCCCCCCCCC)SCCCCCCCCCC)SCCCCCCCCCC)SCCCCCCCCCC)O (Tetrakis-(n-decylthio)-phthalic acid N-2-hydroxyethylimide). RXN SMILES: [OH:1][CH2:2][CH2:3][N:4]=[C:5]([OH:19])[C:6]1[C:7](=[C:11](Cl)[C:12](Cl)=[C:13](Cl)[C:14]=1Cl)[C:8]([OH:10])=[O:9].[CH2:20]([SH:30])[CH2:21][CH2:22][CH2:23][CH2:24][CH2:25][CH2:26][CH2:27][CH2:28][CH3:29].C(=O)([O-])[O-].[K+].[K+]>CN(C)C=O>[OH:1][CH2:2][CH2:3][N:4]=[C:5]([OH:19])[C:6]1[C:7](=[C:11]([S:30][CH2:20][CH2:21][CH2:22][CH2:23][CH2:24][CH2:25][CH2:26][CH2:27][CH2:28][CH3:29])[C:12]([S:30][CH2:20][CH2:21][CH2:22][CH2:23][CH2:24][CH2:25][CH2:26][CH2:27][CH2:28][CH3:29])=[C:13]([S:30][CH2:20][CH2:21][CH2:22][CH2:23][CH2:24][CH2:25][CH2:26][CH2:27][CH2:28][CH3:29])[C:14]=1[S:30][CH2:20][CH2:21][CH2:22][CH2:23][CH2:24][CH2:25][CH2:26][CH2:27][CH2:28][CH3:29])[C:8]([OH:10])=[O:9] |f:2.3.4|. Procedure details: 2 g (6.08 millimols) of tetrachlorophthalic acid N-2-hydroxyethylimide, 5.30 g (30.4 millimols) of n-decanethiol, 6.30 g (45.6 millimols) of potassium carbonate and 20 ml of N,N-dimethylformamide are stirred at 25° C. for 7 hours. The mixture is acidified and extracted with methylene chloride. After recrystallisation from n-hexane at 0° C., 3.75 g (70% of theory) of the title compound are obtained; melting point 57°-8° C. Starting materials: ClC(=O)C1=CC=C(C(=O)OC)C=C1 (methyl 4-(chlorocarbonyl)benzoate), BrC1=CN(C2=C1C=NC(=C2)NC(OC(C)(C)C)=O)C (tert-butyl 3-bromo-1-methyl-1H-pyrrolo[3,2-c]pyridin-6-ylcarbamate), ice water. Solvent: Cl (HCl). Run at time 3 hour. The product is BrC1=CN(C2=C1C=NC(=C2)NC(=O)C2=CC=C(C(=O)OC)C=C2)C (methyl 4-(3-bromo-1-methyl-1H-pyrrolo[3,2-c]pyridin-6-ylcarbamoyl)benzoate). The yield is 84.0%. RXN SMILES: [Br:1][C:2]1[C:6]2[CH:7]=[N:8][C:9]([NH:11][C:12](=[O:18])OC(C)(C)C)=[CH:10][C:5]=2[N:4]([CH3:19])[CH:3]=1.ClC([C:23]1[CH:32]=[CH:31][C:26]([C:27]([O:29][CH3:30])=[O:28])=[CH:25][CH:24]=1)=O>Cl>[Br:1][C:2]1[C:6]2[CH:7]=[N:8][C:9]([NH:11][C:12]([C:23]3[CH:32]=[CH:31][C:26]([C:27]([O:29][CH3:30])=[O:28])=[CH:25][CH:24]=3)=[O:18])=[CH:10][C:5]=2[N:4]([CH3:19])[CH:3]=1. Reported procedure: In a 125 ml round bottom flask, tert-butyl 3-bromo-1-methyl-1H-pyrrolo[3,2-c]pyridin-6-ylcarbamate (3G, 0.6 g, 1.839 mmol) was dissolved in 4N HCl (15 ml) and the mixture was stirred at room temperature for 3 h. After completion, volatiles were evaporated and the mixture was re-dissolved in DMA (10 ml). To this was added methyl 4-(chlorocarbonyl)benzoate (0.44 g, 2.2 mmol) and the mixture was stirred at 50° C. for five hours. The reaction was poured into ice water. The precipitated product was c... Reactants: C(C)ON=C(C(=O)NC1[C@@H]2N(C(=C(CS2)C[N+]2=CC=CC=C2)C(=O)[O-])C1=O)C=1N=C(SC1)NC=O (7-[2-ethoxyimino-2-(2-formamidothiazol-4-yl)acetamido]-3-(1-pyridiniomethyl)-3-cephem-4-carboxylate), Cl (hydrochloric acid), O (water), C(C)(=O)OCC (ethyl acetate). The solvent is CO (methanol). Run at time 2.5 hour. Product: C(C)ON=C(C(=O)NC1[C@@H]2N(C(=C(CS2)C[N+]2=CC=CC=C2)C(=O)[O-])C1=O)C=1N=C(SC1)N (7-[2-ethoxyimino-2-(2-aminothiazol-4-yl)acetamido]-3-(1-pyridiniomethyl)-3-cephem-4-carboxylate). The yield is 26.4%. As a reaction SMILES: [CH2:1]([O:3][N:4]=[C:5]([C:28]1[N:29]=[C:30]([NH:33]C=O)[S:31][CH:32]=1)[C:6]([NH:8][CH:9]1[C:26](=[O:27])[N:11]2[C:12]([C:23]([O-:25])=[O:24])=[C:13]([CH2:16][N+:17]3[CH:22]=[CH:21][CH:20]=[CH:19][CH:18]=3)[CH2:14][S:15][C@H:10]12)=[O:7])[CH3:2].Cl.O.C(OCC)(=O)C>CO>[CH2:1]([O:3][N:4]=[C:5]([C:28]1[N:29]=[C:30]([NH2:33])[S:31][CH:32]=1)[C:6]([NH:8][CH:9]1[C:26](=[O:27])[N:11]2[C:12]([C:23]([O-:25])=[O:24])=[C:13]([CH2:16][N+:17]3[CH:22]=[CH:21][CH:20]=[CH:19][CH:18]=3)[CH2:14][S:15][C@H:10]12)=[O:7])[CH3:2]. Reported procedure: A mixture of 7-[2-ethoxyimino-2-(2-formamidothiazol-4-yl)acetamido]-3-(1-pyridiniomethyl)-3-cephem-4-carboxylate (syn isomer) (1.4 g) in methanol (20 ml) and conc. hydrochloric acid (0.85 g) were stirred for 2.5 hours at room temperature. The reaction mixture was added to a mixture of water and ethyl acetate. The aqueous layer was separated, washed with ethyl acetate and adjusted to pH 4.0 with 10% aqueous solution of sodium hydroxide. The resulting solution was subjected to column chromatograph...